From a dataset of the Open Reaction Database (ORD), a public repository of structured organic reaction records. describe an organic reaction: reactants, conditions, products, and yield Starting materials: ice water, CC(C)([O-])C.[K+] (Potassium t-butoxide), N(=O)OCCCCC (Amyl nitrite), CC(=O)C1=C(C(=CC=C1)Cl)Cl (2,3-Dichloroacetophenone). Run in C(C)(C)(C)O (t-butanol). Conditions: time 30 minute. Yields the product ClC1=C(C=CC=C1Cl)C(C=NO)=O (2,3-dichlorophenylglyoxal aldoxime). Isolated yield 73.8%. Reaction SMILES: CC(C)([O-])C.[K+].[CH3:7][C:8]([C:10]1[CH:15]=[CH:14][CH:13]=[C:12]([Cl:16])[C:11]=1[Cl:17])=[O:9].[N:18](OCCCCC)=[O:19]>C(O)(C)(C)C>[Cl:17][C:11]1[C:12]([Cl:16])=[CH:13][CH:14]=[CH:15][C:10]=1[C:8](=[O:9])[CH:7]=[N:18][OH:19] |f:0.1|. Procedure details: Potassium t-butoxide (239.7 g, 2.136 mol) was dissolved in t-butanol (1.5 liters) and allowed to stir at room temperature for 30 minutes. 2,3-Dichloroacetophenone (67.26 g, 0.356 mol) was added in one portion and the resulting mixture stirred overnight at room temperature. Amyl nitrite (83.41 g, 0.712 mol) was added slowly dropwise, with stirring. When the addition was complete the reaction mixture was stirred at room temperature for 2 hours and then heated at 50° C. for 2 hours. The solution wa...